This data is from the Open Reaction Database (ORD), a public repository of structured organic reaction records. The task is: describe an organic reaction: reactants, conditions, products, and yield Reactants: C1(=CC=C(C=C1)S(=O)(=O)N[C@H](C(=O)O)CN)C (2(S)-(p-Toluenesulfonylamino)-3-aminopropionic acid), CC(C)=C (isobutylene), OS(=O)(=O)O (H2SO4), 1-L, CC(C)=C (isobutylene). The solvent is O1CCOCC1 (dioxane), C(C)(=O)OCC (ethyl acetate), O1CCOCC1 (dioxane). Run at time 36 hour. Product: C(C)(C)(C)[C@@](C(=O)O)(CN)NS(=O)(=O)C1=CC=C(C=C1)C (tert.-Butyl 2(S)-(p-toluenesulfonylamino)-3-aminopropionic acid). Reaction SMILES: [C:1]1([CH3:17])[CH:6]=[CH:5][C:4]([S:7]([NH:10][C@@H:11]([CH2:15][NH2:16])[C:12]([OH:14])=[O:13])(=[O:9])=[O:8])=[CH:3][CH:2]=1.[CH3:18][C:19](=[CH2:21])[CH3:20].OS(O)(=O)=O>O1CCOCC1.C(OCC)(=O)C>[C:19]([C@:11]([NH:10][S:7]([C:4]1[CH:3]=[CH:2][C:1]([CH3:17])=[CH:6][CH:5]=1)(=[O:8])=[O:9])([CH2:15][NH2:16])[C:12]([OH:14])=[O:13])([CH3:21])([CH3:20])[CH3:18]. Reported procedure: Acid 14-3 (5.0 g, 19.4 mmol) was suspended in dioxane (100 ml) in a 1-L pressure bottle. The bottle was cooled to -15° and isobutylene (100 ml) was condenced into the dioxane. Concentrated H2SO4 (5 ml) was added and the bottle sealed and stirred at room temperature for 36 h. The bottle was opened and the excess isobutylene carefully vented. The solution was diluted with ethyl acetate (200 ml) and washed with 1N NaOH (200 ml). The organic layer was dried (Na2SO4), filtered and evaporated to give ... Starting materials: C(C1=CC=CC=C1)N (benzylamine), C(C)(C)(C)OC(=O)NCCCCN1C=NC=2C(=NC=3C=CC=CC3C21)Cl (1-[4-(tert-butoxycarbonylamino)butyl]-4-chloro-1H-imidazo-[4,5-c]quinoline). Reaction conditions: temperature 150 celsius, time 3 hour. The product is C(C1=CC=CC=C1)NC1=NC=2C=CC=CC2C2=C1N=CN2CCCCNC(=O)OC(C)(C)C (4-benzylamino-1-[4-(tert-butoxycarbonylamino)butyl]-1H-imidazo[4,5-c]quinoline). Reaction SMILES: [CH2:1]([NH2:8])[C:2]1[CH:7]=[CH:6][CH:5]=[CH:4][CH:3]=1.[C:9]([O:13][C:14]([NH:16][CH2:17][CH2:18][CH2:19][CH2:20][N:21]1[C:33]2[C:32]3[CH:31]=[CH:30][CH:29]=[CH:28][C:27]=3[N:26]=[C:25](Cl)[C:24]=2[N:23]=[CH:22]1)=[O:15])([CH3:12])([CH3:11])[CH3:10]>>[CH2:1]([NH:8][C:25]1[C:24]2[N:23]=[CH:22][N:21]([CH2:20][CH2:19][CH2:18][CH2:17][NH:16][C:14]([O:13][C:9]([CH3:12])([CH3:11])[CH3:10])=[O:15])[C:33]=2[C:32]2[CH:31]=[CH:30][CH:29]=[CH:28][C:27]=2[N:26]=1)[C:2]1[CH:7]=[CH:6][CH:5]=[CH:4][CH:3]=1. Reported procedure: 2 ml of benzylamine was added to 70 mg (0.187 mmol) of 1-[4-(tert-butoxycarbonylamino)butyl]-4-chloro-1H-imidazo-[4,5-c]quinoline. The resulting mixture was heated at 150° C. and stirred for 3 hours. An excess amount of benzylamine was distilled off under reduced pressure and 1N hydrochloric acid and brine were added thereto. The resulting solution was extracted twice with methylene chloride. The organic phase was washed with a saturated sodium hydrogencarbonate aqueous solution and dried (Na2SO... Starting materials: C#CC(=O)OCCOCCOC, [Li]CCCC, COc1ccc(C=O)cc1, [Cl-], [NH4+], C1CCOC1. The product is COCCOCCOC(=O)C#CC(O)c1ccc(OC)cc1. RXN SMILES: [C:1]([C:2]#[CH:3])(=[O:4])[O:5][CH2:6][CH2:7][O:8][CH2:9][CH2:10][O:11][CH3:12].[CH2:13]([Li:14])[CH2:15][CH2:16][CH3:17].[CH3:18][O:19][c:20]1[cH:21][cH:22][c:23]([CH:24]=[O:25])[cH:26][cH:27]1.[Cl-:28].[NH4+:29].[O:30]1[CH2:31][CH2:32][CH2:33][CH2:34]1>>[C:1]([C:2]#[C:3][CH:24]([c:23]1[cH:22][cH:21][c:20]([O:19][CH3:18])[cH:27][cH:26]1)[OH:25])(=[O:4])[O:5][CH2:6][CH2:7][O:8][CH2:9][CH2:10][O:11][CH3:12]. As a reaction SMILES: Cl.Cl.[CH:3]1([C@@H:6]([C:8]2[CH:9]=[N:10][C:11]([C:14]([F:17])([F:16])[F:15])=[CH:12][CH:13]=2)[NH2:7])[CH2:5][CH2:4]1.C(N(CC)C(C)C)(C)C.Br[C:28]1[C:29]2[CH2:37][N:36]([C:38]3[CH:43]=[CH:42][C:41]([Cl:44])=[CH:40][N:39]=3)[CH2:35][CH2:34][C:30]=2[N:31]=[CH:32][N:33]=1>C(#N)C>[Cl:44][C:41]1[CH:42]=[CH:43][C:38]([N:36]2[CH2:35][CH2:34][C:30]3[N:31]=[CH:32][N:33]=[C:28]([NH:7][C@@H:6]([CH:3]4[CH2:5][CH2:4]4)[C:8]4[CH:9]=[N:10][C:11]([C:14]([F:17])([F:15])[F:16])=[CH:12][CH:13]=4)[C:29]=3[CH2:37]2)=[N:39][CH:40]=1 |f:0.1.2|. The solvent is C(C)#N (acetonitrile). Reaction conditions: temperature 180 celsius. Starting materials: Cl.Cl.C1(CC1)[C@H](N)C=1C=NC(=CC1)C(F)(F)F ((S)-cyclopropyl(6-(trifluoromethyl)pyridin-3-yl)methanamine dihydrochloride), C(C)(C)N(C(C)C)CC (N,N-diisopropylethylamine), BrC=1C2=C(N=CN1)CCN(C2)C2=NC=C(C=C2)Cl (4-bromo-6-(5-chloropyridin-2-yl)-5,6,7,8-tetrahydropyrido[4,3-d]pyrimidine). Product: ClC=1C=CC(=NC1)N1CC2=C(N=CN=C2N[C@H](C=2C=NC(=CC2)C(F)(F)F)C2CC2)CC1 ([6-(5-Chloro-pyridin-2-yl)-5,6,7,8-tetrahydro-pyrido[4,3-d]pyrimidin-4-yl]-[(S)-cyclopropyl-(6-trifluoromethyl-pyridin-3-yl)-methyl]-amine). Yield: 12.1%. Procedure details: To a stirred solution of (S)-cyclopropyl(6-(trifluoromethyl)pyridin-3-yl)methanamine dihydrochloride (0.048 g, 0.17 mmol) and N,N-diisopropylethylamine (96 uL, 0.55 mmol) in acetonitrile (1.8 mL) was added 4-bromo-6-(5-chloropyridin-2-yl)-5,6,7,8-tetrahydropyrido[4,3-d]pyrimidine (0.045 g, 0.14 mmol). The reaction was heated in microwave for 7 hours at 180° C. The mixture was concentrated and the residue was purified by silica gel column followed by semi-prep HPLC to obtain 7.8 mg of white solid...